Dataset: the Open Reaction Database (ORD), a public repository of structured organic reaction records. Task: describe an organic reaction: reactants, conditions, products, and yield Yield: 50.3%. RXN SMILES: [NH2:1][C:2]1[N:7]=[C:6](Cl)[CH:5]=[C:4]([Cl:9])[N:3]=1.[CH2:10]([NH2:17])[C:11]1[CH:16]=[CH:15][CH:14]=[CH:13][CH:12]=1.C(=O)([O-])[O-].[K+].[K+]>C(O)C>[NH2:1][C:2]1[N:3]=[C:4]([Cl:9])[CH:5]=[C:6]([NH:17][CH2:10][C:11]2[CH:16]=[CH:15][CH:14]=[CH:13][CH:12]=2)[N:7]=1 |f:2.3.4|. Reported procedure: A mixture of 2-amino-4,6-dichloropyrimidine (0.5 g, 3.05 mmol), benzylamine (0.35 ml, 3.2 mmol), potassium carbonate (0.25 g, 1.81 mmol) and ethanol (15 ml) were heated to reflux for 16 h. The reaction mixture was cooled to room temperature and the solvents were removed under reduced pressure. The residue was triturated with ethyl acetate and the white product was collected by filtration. Concentration of the ethyl acetate filtrate also afforded a second crop of product. The combined solids were... Starting materials: NC1=NC(=CC(=N1)Cl)Cl (2-amino-4,6-dichloropyrimidine), C(C1=CC=CC=C1)N (benzylamine), C([O-])([O-])=O.[K+].[K+] (potassium carbonate). The product is NC1=NC(=CC(=N1)Cl)NCC1=CC=CC=C1 (2-Amino-6-benzylamino-4-chloropyrimidine). The solvent is C(C)O (ethanol).